Dataset: the Open Reaction Database (ORD), a public repository of structured organic reaction records. Task: describe an organic reaction: reactants, conditions, products, and yield Starting materials: BrCCOCc1ccccc1, CC(C)(C)OC(=O)NC1CN(CC(F)(F)F)c2ccccc2NC1=O, C[Si](C)(C)[N-][Si](C)(C)C, [I-], [Li+], [Li+]. Product: CC(C)(C)OC(=O)NC1CN(CC(F)(F)F)c2ccccc2N(CCOCc2ccccc2)C1=O. Reaction SMILES: [Br:26][CH2:27][CH2:28][O:29][CH2:30][c:31]1[cH:32][cH:33][cH:34][cH:35][cH:36]1.[C:1]([CH3:2])([CH3:3])([CH3:4])[O:5][C:6]([NH:7][CH:8]1[C:9](=[O:24])[NH:10][c:11]2[c:12]([cH:20][cH:21][cH:22][cH:23]2)[N:13]([CH2:15][C:16]([F:17])([F:18])[F:19])[CH2:14]1)=[O:25].[CH3:39][Si:40]([N-:41][Si:42]([CH3:43])([CH3:44])[CH3:45])([CH3:46])[CH3:47].[I-:37].[Li+:38].[Li+:48]>>[C:1]([CH3:2])([CH3:3])([CH3:4])[O:5][C:6]([NH:7][CH:8]1[C:9](=[O:24])[N:10]([CH2:27][CH2:28][O:29][CH2:30][c:31]2[cH:32][cH:33][cH:34][cH:35][cH:36]2)[c:11]2[c:12]([cH:20][cH:21][cH:22][cH:23]2)[N:13]([CH2:15][C:16]([F:17])([F:18])[F:19])[CH2:14]1)=[O:25]. RXN SMILES: [CH2:1]([C:9]1[CH:10]=[CH:11][C:12]([C:15]2[CH:23]=[CH:22][C:18]([C:19](O)=[O:20])=[CH:17][CH:16]=2)=[N:13][CH:14]=1)[CH2:2][CH2:3][CH2:4][CH2:5][CH2:6][CH2:7][CH3:8].S(Cl)([Cl:26])=O>>[ClH:26].[CH2:1]([C:9]1[CH:10]=[CH:11][C:12]([C:15]2[CH:23]=[CH:22][C:18]([C:19]([Cl:26])=[O:20])=[CH:17][CH:16]=2)=[N:13][CH:14]=1)[CH2:2][CH2:3][CH2:4][CH2:5][CH2:6][CH2:7][CH3:8] |f:2.3|. Product: Cl.C(CCCCCCC)C=1C=CC(=NC1)C1=CC=C(C(=O)Cl)C=C1 (p-(5-octylpyridyl)benzoylchloride hydrochloride). Starting materials: C(CCCCCCC)C=1C=CC(=NC1)C1=CC=C(C(=O)O)C=C1 (p-(5-octylpyridyl)benzoic acid), S(=O)(Cl)Cl (thionyl chloride). Procedure details: 30 g (0.102 mol) of the resulting p-(5-octylpyridyl)benzoic acid was added to 24.3 g (0.204 mol) of thionyl chloride and reflux was maintained for 5 hours. The surplus thionyl chloride was removed by distillation and the product was recrystallized from hexane to obtain 34.5 g (0.0986 mol) of p-(5-octylpyridyl)benzoylchloride hydrochloride. Yield: 96.7%. Product: CCOP(=O)(CCCN)OCC. As a reaction SMILES: [CH2:1]([CH3:2])[O:3][P:4]([O:5][CH2:6][CH3:7])(=[O:8])[CH2:9][CH2:10][CH2:11][N:12]=[N+:13]=[N-:14].[CH3:15][OH:16]>>[CH2:1]([CH3:2])[O:3][P:4]([O:5][CH2:6][CH3:7])(=[O:8])[CH2:9][CH2:10][CH2:11][NH2:12]. The reactants are CCOP(=O)(CCCN=[N+]=[N-])OCC, CO. The reactants are CC(C)(C)OC(=O)N1CCC(CBr)CC1, C1CCOC1, CC(C)(C)[O-], [K+], COC(=O)CCSc1cnc(Nc2nc(-c3ccccc3)cs2)cc1Oc1cccc2ncccc12. Product: CC(C)(C)OC(=O)N1CCC(CSc2cnc(Nc3nc(-c4ccccc4)cs3)cc2Oc2cccc3ncccc23)CC1. As a reaction SMILES: [Br:43][CH2:44][CH:45]1[CH2:46][CH2:47][N:48]([C:51](=[O:52])[O:53][C:54]([CH3:55])([CH3:56])[CH3:57])[CH2:49][CH2:50]1.[CH2:58]1[O:59][CH2:60][CH2:61][CH2:62]1.[CH3:37][C:38]([O-:39])([CH3:40])[CH3:41].[K+:42].[c:1]1(-[c:7]2[n:8][c:9]([NH:12][c:13]3[cH:14][c:15]([O:26][c:27]4[c:28]5[cH:29][cH:30][cH:31][n:32][c:33]5[cH:34][cH:35][cH:36]4)[c:16]([S:19][CH2:20][CH2:21][C:22]([O:23][CH3:24])=[O:25])[cH:17][n:18]3)[s:10][cH:11]2)[cH:2][cH:3][cH:4][cH:5][cH:6]1>>[c:1]1(-[c:7]2[n:8][c:9]([NH:12][c:13]3[cH:14][c:15]([O:26][c:27]4[c:28]5[cH:29][cH:30][cH:31][n:32][c:33]5[cH:34][cH:35][cH:36]4)[c:16]([S:19][CH2:20][CH:21]4[CH2:46][CH2:47][N:48]([C:51](=[O:52])[O:53][C:54]([CH3:55])([CH3:56])[CH3:57])[CH2:49][CH2:50]4)[cH:17][n:18]3)[s:10][cH:11]2)[cH:2][cH:3][cH:4][cH:5][cH:6]1. The reactants are CCOC(=O)CO, O=C(Cl)CCc1ccccc1, c1ccncc1. Yields the product CCOC(=O)COC(=O)CCc1ccccc1. Reaction SMILES: [C:12]([CH2:13][OH:14])(=[O:15])[O:16][CH2:17][CH3:18].[C:1]([CH2:2][CH2:3][c:4]1[cH:5][cH:6][cH:7][cH:8][cH:9]1)(=[O:10])[Cl:11].[cH:19]1[cH:20][cH:21][n:22][cH:23][cH:24]1>>[C:1]([CH2:2][CH2:3][c:4]1[cH:5][cH:6][cH:7][cH:8][cH:9]1)(=[O:10])[O:14][CH2:13][C:12](=[O:15])[O:16][CH2:17][CH3:18]. The reactants are C(C)(=O)C1=C(C(=C(OCCCOC=2C=C(C=CC2)[N+](=O)[O-])C=C1)CCC)OC (3-[3-(4-acetyl-3-methoxy-2-n-propylphenoxy)-propoxy]-nitrobenzene). The reagents and catalysts are [Ni] (Raney nickel). The solvent is O1CCCC1 (tetrahydrofuran). Yields the product C(C)(=O)C1=C(C(=C(OCCCOC=2C=C(N)C=CC2)C=C1)CCC)OC (3-[3-(4-acetyl-3-methoxy-2-n-propylphenoxy)-propoxy]-aniline). As a reaction SMILES: [C:1]([C:4]1[CH:23]=[CH:22][C:7]([O:8][CH2:9][CH2:10][CH2:11][O:12][C:13]2[CH:14]=[C:15]([N+:19]([O-])=O)[CH:16]=[CH:17][CH:18]=2)=[C:6]([CH2:24][CH2:25][CH3:26])[C:5]=1[O:27][CH3:28])(=[O:3])[CH3:2]>[Ni].O1CCCC1>[C:1]([C:4]1[CH:23]=[CH:22][C:7]([O:8][CH2:9][CH2:10][CH2:11][O:12][C:13]2[CH:14]=[C:15]([CH:16]=[CH:17][CH:18]=2)[NH2:19])=[C:6]([CH2:24][CH2:25][CH3:26])[C:5]=1[O:27][CH3:28])(=[O:3])[CH3:2]. Reported procedure: 2.0 g of Raney nickel are added to a solution of 10 g of 3-[3-(4-acetyl-3-methoxy-2-n-propylphenoxy)-propoxy]-nitrobenzene in 100 ml of tetrahydrofuran and the whole is hydrogenated at room temperature. The catalyst is filtered off and washed with tetrahydrofuran. After concentration of the filtrate by evaporation under reduced pressure, 3-[3-(4-acetyl-3-methoxy-2-n-propylphenoxy)-propoxy]-aniline is obtained in the form of a colourless oil. Starting materials: CC(C)(C)c1ccccc1C(=O)c1ccccc1, COCn1ccnc1, CN(C)CCN(C)C, [Li]CCCC, C1CCOC1. Yields the product COCn1ccnc1C(O)(c1ccccc1)c1ccccc1C(C)(C)C. RXN SMILES: [C:22]([CH3:23])([CH3:24])([CH3:25])[c:26]1[c:27]([C:32]([c:33]2[cH:34][cH:35][cH:36][cH:37][cH:38]2)=[O:39])[cH:28][cH:29][cH:30][cH:31]1.[CH3:14][O:15][CH2:16][n:17]1[cH:18][n:19][cH:20][cH:21]1.[CH3:6][N:7]([CH2:8][CH2:9][N:10]([CH3:11])[CH3:12])[CH3:13].[Li:1][CH2:2][CH2:3][CH2:4][CH3:5].[O:40]1[CH2:41][CH2:42][CH2:43][CH2:44]1>>[CH3:14][O:15][CH2:16][n:17]1[c:18]([C:32]([c:27]2[c:26]([C:22]([CH3:23])([CH3:24])[CH3:25])[cH:31][cH:30][cH:29][cH:28]2)([c:33]2[cH:34][cH:35][cH:36][cH:37][cH:38]2)[OH:39])[n:19][cH:20][cH:21]1.